From a dataset of the Open Reaction Database (ORD), a public repository of structured organic reaction records. describe an organic reaction: reactants, conditions, products, and yield Starting materials: C1CCOC1, CCOC(=O)CCc1cc2cc(-c3noc(-c4cnc(OC(C)C)c(OC)c4)n3)ccc2[nH]1, CC(C)O, Cl, [Na+], [OH-], O. Yields the product COc1cc(-c2nc(-c3ccc4[nH]c(CCC(=O)O)cc4c3)no2)cnc1OC(C)C. As a reaction SMILES: [CH2:37]1[O:38][CH2:39][CH2:40][CH2:41]1.[CH3:3][CH:4]([CH3:5])[O:6][c:7]1[c:8]([O:34][CH3:35])[cH:9][c:10](-[c:13]2[n:14][c:15](-[c:18]3[cH:19][c:20]4[cH:21][c:22]([CH2:27][CH2:28][C:29](=[O:30])[O:31][CH2:32][CH3:33])[nH:23][c:24]4[cH:25][cH:26]3)[n:16][o:17]2)[cH:11][n:12]1.[CH:42]([OH:43])([CH3:44])[CH3:45].[ClH:36].[Na+:2].[OH-:1].[OH2:46]>>[CH3:3][CH:4]([CH3:5])[O:6][c:7]1[c:8]([O:34][CH3:35])[cH:9][c:10](-[c:13]2[n:14][c:15](-[c:18]3[cH:19][c:20]4[cH:21][c:22]([CH2:27][CH2:28][C:29](=[O:30])[OH:31])[nH:23][c:24]4[cH:25][cH:26]3)[n:16][o:17]2)[cH:11][n:12]1. Starting materials: ClC1=CC=C(COC=2C=C(C(=O)NC3=C(C=CC=C3)S(N)(=O)=O)C=CC2)C=C1 (3-(4-chlorobenzyloxy)-N-(2-sulfamoylphenyl)benzamide), C(CCCCCCCCC)(=O)Cl (decanoyl chloride). Reagents/catalysts: CN(C1=CC=NC=C1)C (4-dimethylaminopyridine). Run in O1CCCC1 (tetrahydrofuran). Reaction conditions: time 1 hour. Yields the product ClC1=CC=C(COC=2C=C(C(=O)NC3=C(C=CC=C3)S(=O)(=O)NC(CCCCCCCCC)=O)C=CC2)C=C1 (N-[2-[3-(4-Chlorobenzyloxy)benzamido]benzenesulfonyl]decanamide). Yield: 93.4%. RXN SMILES: [C:1](Cl)(=[O:11])[CH2:2][CH2:3][CH2:4][CH2:5][CH2:6][CH2:7][CH2:8][CH2:9][CH3:10].[Cl:13][C:14]1[CH:40]=[CH:39][C:17]([CH2:18][O:19][C:20]2[CH:21]=[C:22]([CH:36]=[CH:37][CH:38]=2)[C:23]([NH:25][C:26]2[CH:31]=[CH:30][CH:29]=[CH:28][C:27]=2[S:32](=[O:35])(=[O:34])[NH2:33])=[O:24])=[CH:16][CH:15]=1>CN(C)C1C=CN=CC=1.O1CCCC1>[Cl:13][C:14]1[CH:15]=[CH:16][C:17]([CH2:18][O:19][C:20]2[CH:21]=[C:22]([CH:36]=[CH:37][CH:38]=2)[C:23]([NH:25][C:26]2[CH:31]=[CH:30][CH:29]=[CH:28][C:27]=2[S:32]([NH:33][C:1](=[O:11])[CH2:2][CH2:3][CH2:4][CH2:5][CH2:6][CH2:7][CH2:8][CH2:9][CH3:10])(=[O:34])=[O:35])=[O:24])=[CH:39][CH:40]=1. Reported procedure: In a stream of nitrogen and at 0° C., 0.27 ml (1.30 mmol) of decanoyl chloride was added to an anhydrous tetrahydrofuran (10 ml) solution containing 500 mg (1.20 mmol) of 3-(4-chlorobenzyloxy)-N-(2-sulfamoylphenyl)benzamide produced in Reference Example 4 and 293 mg (2.40 mmol) of 4-dimethylaminopyridine, the mixture was stirred at room temperature for 1 hour and then the solvent was evaporated under a reduced pressure. The resulting residue was dissolved in ethyl acetate, washed with water, a p...